This data is from the Open Reaction Database (ORD), a public repository of structured organic reaction records. The task is: describe an organic reaction: reactants, conditions, products, and yield The reactants are BrCCO (2-bromoethanol), BrC(C1=CC=CC=C1)C1=CC=CC=C1 (bromodiphenylmethane), C([O-])([O-])=O.[Na+].[Na+] (sodium carbonate). The solvent is CCOCC (ether). Reaction conditions: temperature 130 celsius, time 5 hour. Product: C1(=CC=CC=C1)C(OCCBr)C1=CC=CC=C1 (1-(diphenylmethoxy)-2-bromoethane). Reaction SMILES: [Br:1][CH2:2][CH2:3][OH:4].Br[CH:6]([C:13]1[CH:18]=[CH:17][CH:16]=[CH:15][CH:14]=1)[C:7]1[CH:12]=[CH:11][CH:10]=[CH:9][CH:8]=1.C(=O)([O-])[O-].[Na+].[Na+]>CCOCC>[C:7]1([CH:6]([C:13]2[CH:14]=[CH:15][CH:16]=[CH:17][CH:18]=2)[O:4][CH2:3][CH2:2][Br:1])[CH:12]=[CH:11][CH:10]=[CH:9][CH:8]=1 |f:2.3.4|. Procedure: 37.5 g (0.3 mole) of 2-bromoethanol was added to a mixture of 61.8 g (0.25 mole) of bromodiphenylmethane and 31.8 g (0.3 mole) of sodium carbonate. The reactive medium was slowly heated to 130° C., held at this temperature for 5 hours and then left overnight at room temperature. The mixture was taken up with ether and washed with water. The ethereal extract was dried on sodium sulfate. The evaporation of the ether yielded an oil, which was purified by distillation. Reactants: CC(CCO)CCCC(C)(OC)C (3,7-dimethyl-7-methoxy-1-octanol), CC1=CC=C(C=C1)S(=O)(=O)Cl (p-toluenesulfochloride). Solvent: N1=CC=CC=C1 (pyridine). Run at time 8 hour. Product: C1(=CC=C(C=C1)S(=O)(=O)OCCC(CCCC(C)(OC)C)C)C (3,7-dimethyl-7-methoxy-octyl p-toluenesulfonate). Reaction SMILES: [CH3:1][CH:2]([CH2:6][CH2:7][CH2:8][C:9]([CH3:13])([O:11][CH3:12])[CH3:10])[CH2:3][CH2:4][OH:5].[CH3:14][C:15]1[CH:20]=[CH:19][C:18]([S:21](Cl)(=[O:23])=[O:22])=[CH:17][CH:16]=1>N1C=CC=CC=1>[C:15]1([CH3:14])[CH:20]=[CH:19][C:18]([S:21]([O:5][CH2:4][CH2:3][CH:2]([CH3:1])[CH2:6][CH2:7][CH2:8][C:9]([CH3:13])([O:11][CH3:12])[CH3:10])(=[O:23])=[O:22])=[CH:17][CH:16]=1. Reported procedure: 3.76 g. of 3,7-dimethyl-7-methoxy-1-octanol are dissolved in 20 ml. of anhydrous pyridine and mixed, while stirring and with ice cooling, with 4.2 g. of p-toluenesulfochloride. Subsequently, the solution is left overnight at 5° C., then poured onto ice-water and extracted three times with diethyl ether. The extracts are washed successively with cold 2-N aqueous hydrochloric acid solution, water and twice with saturated aqueous sodium chloride solution, dried over sodium sulfate/potassium carbona...